describe an organic reaction: reactants, conditions, products, and yield From a dataset of the Open Reaction Database (ORD), a public repository of structured organic reaction records. RXN SMILES: [C:1]([O:5]C([N:8]1[CH2:13][CH2:12][CH:11]([C:14]2[N:15]=[N:16][N:17]([CH2:19][C:20]3[CH:25]=[CH:24][CH:23]=[CH:22][CH:21]=3)[N:18]=2)[CH2:10][CH2:9]1)=O)(C)(C)C.[CH2:26]([Cl:28])[Cl:27].C(O)(C(F)(F)F)=[O:30]>>[CH2:26]([Cl:28])[Cl:27].[CH3:1][OH:5].[NH4+:8].[OH-:30].[CH2:19]([N:17]1[N:16]=[N:15][C:14]([CH:11]2[CH2:12][CH2:13][NH:8][CH2:9][CH2:10]2)=[N:18]1)[C:20]1[CH:21]=[CH:22][CH:23]=[CH:24][CH:25]=1 |f:1.2,3.4.5.6|. Procedure details: A solution of 85 mg (0.25 mmol) of 1-(t-butoxycarbonyl)-4-((2-benzyl)tetrazol-5-yl)piperidine (from Step C) in 2 mL of 1:1 v/v methylene chloride/TFA was stirred at rt for 2 h. The solution was concentrated. Flash chromatography on silica gel using 19:1:0.1 v/v/v methylene chloride/methanol/NH4OH as the Eluant afforded 57 mg (94%) of the title compound. The product is C(Cl)Cl.CO.[NH4+].[OH-] (methylene chloride methanol NH4OH), C(C1=CC=CC=C1)N1N=C(N=N1)C1CCNCC1 (4-(2-(Benzyl)-(2H)-tetrazol-5-yl)piperidine). Yield: 94.0%. Reactants: C(C)(C)(C)OC(=O)N1CCC(CC1)C=1N=NN(N1)CC1=CC=CC=C1 (1-(t-butoxycarbonyl)-4-((2-benzyl)tetrazol-5-yl)piperidine), C(Cl)Cl.C(=O)(C(F)(F)F)O (methylene chloride TFA). Starting materials: COc1cc2c(Oc3ccc(Br)cc3F)ncnc2cc1OCCCNS(C)(=O)=O, CI, [H-], [Na+], CN(C)C=O. The product is COc1cc2c(Oc3ccc(Br)cc3F)ncnc2cc1OCCCN(C)S(C)(=O)=O. RXN SMILES: [Br:1][c:2]1[cH:3][c:4]([F:30])[c:5]([O:6][c:7]2[n:8][cH:9][n:10][c:11]3[cH:12][c:13]([O:19][CH2:20][CH2:21][CH2:22][NH:23][S:24](=[O:25])(=[O:26])[CH3:27])[c:14]([O:17][CH3:18])[cH:15][c:16]23)[cH:28][cH:29]1.[CH3:33][I:34].[H-:31].[Na+:32].[O:35]=[CH:36][N:37]([CH3:38])[CH3:39]>>[Br:1][c:2]1[cH:3][c:4]([F:30])[c:5]([O:6][c:7]2[n:8][cH:9][n:10][c:11]3[cH:12][c:13]([O:19][CH2:20][CH2:21][CH2:22][N:23]([S:24](=[O:25])(=[O:26])[CH3:27])[CH3:33])[c:14]([O:17][CH3:18])[cH:15][c:16]23)[cH:28][cH:29]1. Starting materials: CC(C)[N-]C(C)C, COC(=O)OC, Cc1cc(-c2ccc(F)cc2)nc(-c2ccc(C(F)(F)F)cc2)c1, [Li+]. Product: COC(=O)Cc1cc(-c2ccc(F)cc2)nc(-c2ccc(C(F)(F)F)cc2)c1. Reaction SMILES: [CH3:2][CH:3]([N-:4][CH:5]([CH3:6])[CH3:7])[CH3:8].[CH3:33][O:34][C:35](=[O:36])[O:37][CH3:38].[F:9][c:10]1[cH:11][cH:12][c:13](-[c:16]2[n:17][c:18](-[c:23]3[cH:24][cH:25][c:26]([C:29]([F:30])([F:31])[F:32])[cH:27][cH:28]3)[cH:19][c:20]([CH3:22])[cH:21]2)[cH:14][cH:15]1.[Li+:1]>>[F:9][c:10]1[cH:11][cH:12][c:13](-[c:16]2[n:17][c:18](-[c:23]3[cH:24][cH:25][c:26]([C:29]([F:30])([F:31])[F:32])[cH:27][cH:28]3)[cH:19][c:20]([CH2:22][C:35]([O:34][CH3:33])=[O:36])[cH:21]2)[cH:14][cH:15]1. Starting materials: CC=1C(=NC=CC1)C=O (3-methyl-pyridine-2-carbaldehyde), C(C)(C)(C)OC(NCCCCN)=O ((4-amino-butyl)-carbamic acid tert-butyl ester), [BH4-].[Na+] (NaBH4). Solvent: CO (MeOH), CO (MeOH). Run at time 90 minute. Yields the product C(C)(C)(C)OC(NCCCCNCC1=NC=CC=C1C)=O ({4-[(3-methyl-pyridin-2-ylmethyl)-amino]-butyl}-carbamic acid tert-butyl ester). The yield is 87.0%. Reaction SMILES: [CH3:1][C:2]1[C:3]([CH:8]=O)=[N:4][CH:5]=[CH:6][CH:7]=1.[C:10]([O:14][C:15](=[O:22])[NH:16][CH2:17][CH2:18][CH2:19][CH2:20][NH2:21])([CH3:13])([CH3:12])[CH3:11].[BH4-].[Na+]>CO>[C:10]([O:14][C:15](=[O:22])[NH:16][CH2:17][CH2:18][CH2:19][CH2:20][NH:21][CH2:8][C:3]1[C:2]([CH3:1])=[CH:7][CH:6]=[CH:5][N:4]=1)([CH3:13])([CH3:11])[CH3:12] |f:2.3|. Reported procedure: Using General Procedure B, 3-methyl-pyridine-2-carbaldehyde (2.87 g, 23.7 mmol) in dry MeOH (10 mL) was added to a solution (4-amino-butyl)-carbamic acid tert-butyl ester (4.47 g, 23.7 mmol) (Krapcho, A. et al. Synth. Commun. 1990, 20, 2559-2564) in dry MeOH (50 mL) and warmed to 50° C. under N2 for 17 h. The mixture was cooled to ambient temperature and NaBH4 (1.35 g, 35.7 mmol) was added, resulting in bubbling. The mixture was stirred for 90 min. under N2 when the bubbling subsided. A solution... Starting materials: N[C@H](C(=O)NC1=C(C=CC=C1C(C)C)C(C)C)CC1=CC=CC=C1 ((S)-α-amino-N-[2,6-bis(1-Methylethyl)phenyl]benzenepropanamide), C(C1=CC=CC=C1)=O (benzaldehyde), O (water). The reagents and catalysts are [Ni] (Raney nickel). Solvent: C1(=CC=CC=C1)C (toluene). Run at temperature 25 celsius, time 82 minute. The product is CC(C)C1=C(C(=CC=C1)C(C)C)NC([C@H](CC1=CC=CC=C1)NCC1=CC=CC=C1)=O ((S)-N-[2,6-bis(1-Methylethyl)phenyl]-α-[-(phenylmethyl)amino]benzenepropanamide). Isolated yield 21.0%. RXN SMILES: [NH2:1][C@@H:2]([CH2:18][C:19]1[CH:24]=[CH:23][CH:22]=[CH:21][CH:20]=1)[C:3]([NH:5][C:6]1[C:11]([CH:12]([CH3:14])[CH3:13])=[CH:10][CH:9]=[CH:8][C:7]=1[CH:15]([CH3:17])[CH3:16])=[O:4].[CH:25](=O)[C:26]1[CH:31]=[CH:30][CH:29]=[CH:28][CH:27]=1.O>C1(C)C=CC=CC=1.[Ni]>[CH3:13][CH:12]([C:11]1[CH:10]=[CH:9][CH:8]=[C:7]([CH:15]([CH3:16])[CH3:17])[C:6]=1[NH:5][C:3](=[O:4])[C@@H:2]([NH:1][CH2:25][C:26]1[CH:31]=[CH:30][CH:29]=[CH:28][CH:27]=1)[CH2:18][C:19]1[CH:20]=[CH:21][CH:22]=[CH:23][CH:24]=1)[CH3:14]. Procedure details: A solution of (S)-α-amino-N-[2,6-bis(1-Methylethyl)phenyl]benzenepropanamide (1.0 g, 3.1 mmol) and benzaldehyde (0.33 g, 3.1 mmol) in toluene (100 mL) was heated under reflux for 1 hour with the azeotropic removal of water then cooled (25° C.). To the resulting solution was added one equivalent of Raney nickel, and the resulting slurry was shaken vigorously under hydrogen (53 psi, 82 min 25° C.). The resulting slurry was filtered, and the filtrate was concentrated. The resulting oil was triturat... Reactants: FC(C(C(F)(F)F)C(F)F)F (2-difluoromethyl-1,1,1,3,3-pentafluoropropane), ClC(C(C(Cl)Cl)=O)(Cl)Cl (1,1,1,3,3-pentachloro-2-propanone). Yields the product FC(C(C(F)F)=O)(F)F (1,1,1,3,3-pentafluoro-2-propanone). As a reaction SMILES: [F:1][CH:2]([F:11])[CH:3](C(F)F)[C:4]([F:7])([F:6])[F:5].ClC(Cl)(Cl)C(=[O:18])C(Cl)Cl>>[F:5][C:4]([F:7])([F:6])[C:3](=[O:18])[CH:2]([F:11])[F:1]. Reported procedure: As another preparation example, 2-difluoromethyl-1,1,1,3,3-pentafluoropropane may be prepared by fluorinating commercially available 1,1,1,3,3-pentachloro-2-propanone to form 1,1,1,3,3-pentafluoro-2-propanone which may then be reacted with CF2 carbene to form 2-difluoromethyl-1,1,3,3,3-tetrafluoro-1-propene. The 2-difluoromethyl-1,1,3,3,3-tetrafluoro-1-propene may then be hydrogenated to form 2-difluoromethyl-1,1,1,3,3-pentafluoropropane. Starting materials: C(C1=CC=CC=C1)C=1N=NC(=C(C1C)C)C=1CCNCC1 (3-benzyl-4,5-dimethyl-6-(1,2,3,6-tetrahydropyridin-4-yl)pyridazine), COC(=O)C1=NC=C(N=C1)Cl (methyl-5-chloropyrazine-2-carboxylate), TEA. The solvent is O1CCOCC1 (dioxane). Conditions: temperature 160 celsius. Product: C(C1=CC=CC=C1)C1=C(C(=C(N=N1)C1=CCN(CC1)C=1N=CC(=NC1)C(=O)OC)C)C (Methyl 5-(4-(6-benzyl-4,5-dimethylpyridazin-3-yl)-5,6-dihydropyridin-1(2H)-yl)pyrazine-2-carboxylate). Isolated yield 29.9%. Reaction SMILES: [CH2:1]([C:8]1[N:9]=[N:10][C:11]([C:16]2[CH2:17][CH2:18][NH:19][CH2:20][CH:21]=2)=[C:12]([CH3:15])[C:13]=1[CH3:14])[C:2]1[CH:7]=[CH:6][CH:5]=[CH:4][CH:3]=1.[CH3:22][O:23][C:24]([C:26]1[CH:31]=[N:30][C:29](Cl)=[CH:28][N:27]=1)=[O:25]>O1CCOCC1>[CH2:1]([C:8]1[N:9]=[N:10][C:11]([C:16]2[CH2:17][CH2:18][N:19]([C:29]3[N:30]=[CH:31][C:26]([C:24]([O:23][CH3:22])=[O:25])=[N:27][CH:28]=3)[CH2:20][CH:21]=2)=[C:12]([CH3:15])[C:13]=1[CH3:14])[C:2]1[CH:7]=[CH:6][CH:5]=[CH:4][CH:3]=1. Procedure: To 4-(6-benzyl-4,5-dimethyl-pyridazin-3-yl)-3,6-dihydro-2H-pyridine-1-carboxylic acid tert-butyl ester (170 mg, 0.358 mmol) is added 50% TFA in DCM. The reaction mixture is stirred for 10 min and concentrated to afford 3-benzyl-4,5-dimethyl-6-(1,2,3,6-tetrahydropyridin-4-yl)pyridazine as a yellow sticky solid (125 mg, 100%). To a solution of 3-benzyl-4,5-dimethyl-6-(1,2,3,6-tetrahydropyridin-4-yl)pyridazine (180 mg, 0.644 mmol) in dioxane is added methyl-5-chloropyrazine-2-carboxylate (222 mg, 1... Reactants: ClC=1C=C(C(C(=O)OC)=CC1)N (methyl 4-chloro-anthranilate), N1=CC=CC=C1 (pyridine), C(=O)(OC)CCC(=O)Cl (3-carbomethoxy-propionyl chloride). Run in C1=CC=CC=C1 (benzene), C1=CC=CC=C1 (benzene). The product is C(=O)(OC)CCC(=O)NC=1C(C(=O)OC)=CC=C(C1)Cl (methyl N-(3-carbomethoxypropionyl)-4-chloroanthranilate). As a reaction SMILES: [Cl:1][C:2]1[CH:3]=[C:4]([NH2:12])[C:5](=[CH:10][CH:11]=1)[C:6]([O:8][CH3:9])=[O:7].N1C=CC=CC=1.[C:19]([CH2:23][CH2:24][C:25](Cl)=[O:26])([O:21][CH3:22])=[O:20]>C1C=CC=CC=1>[C:19]([CH2:23][CH2:24][C:25]([NH:12][C:4]1[C:5](=[CH:10][CH:11]=[C:2]([Cl:1])[CH:3]=1)[C:6]([O:8][CH3:9])=[O:7])=[O:26])([O:21][CH3:22])=[O:20]. Procedure details: To the solution of 444 g of methyl 4-chloro-anthranilate in 1.3 lt of benzene and 199 ml of pyridine, that of 406 g of 3-carbomethoxy-propionyl chloride in 200 ml of benzene is added dropwise while stirring and cooling with ice. The mixture is stirred for 19 hours at room temperature, filtered and the filtrate evaporated. The combined residues are taken up in 3 lt of chloroform, the solution washed with water, 1 lt of N hydrochloric acid, 1 lt of 10% aqueous sodium bicarbonate and again with wat... The reactants are CC(C)(C)CN, Cc1csc2c(Cl)nc(Cl)nc12, CN(C)C=O, O. Yields the product Cc1csc2c(NCC(C)(C)C)nc(Cl)nc12. As a reaction SMILES: [CH2:13]([C:14]([CH3:15])([CH3:16])[CH3:17])[NH2:18].[Cl:1][c:2]1[n:3][c:4]([Cl:12])[c:5]2[c:6]([n:7]1)[c:8]([CH3:11])[cH:9][s:10]2.[O:20]=[CH:21][N:22]([CH3:23])[CH3:24].[OH2:19]>>[Cl:1][c:2]1[n:3][c:4]([NH:18][CH2:13][C:14]([CH3:15])([CH3:16])[CH3:17])[c:5]2[c:6]([n:7]1)[c:8]([CH3:11])[cH:9][s:10]2.